From a dataset of the Open Reaction Database (ORD), a public repository of structured organic reaction records. describe an organic reaction: reactants, conditions, products, and yield The reactants are CI, c1ccc(P(c2ccccc2)c2ccccc2)cc1, c1ccccc1. Yields the product [I-], C[P+](c1ccccc1)(c1ccccc1)c1ccccc1. RXN SMILES: [CH3:20][I:21].[c:1]1([P:7]([c:8]2[cH:9][cH:10][cH:11][cH:12][cH:13]2)[c:14]2[cH:15][cH:16][cH:17][cH:18][cH:19]2)[cH:2][cH:3][cH:4][cH:5][cH:6]1.[cH:22]1[cH:23][cH:24][cH:25][cH:26][cH:27]1>>[I-:21].[c:1]1([P+:7]([c:8]2[cH:9][cH:10][cH:11][cH:12][cH:13]2)([c:14]2[cH:15][cH:16][cH:17][cH:18][cH:19]2)[CH3:20])[cH:2][cH:3][cH:4][cH:5][cH:6]1. Starting materials: O=C([O-])O, CC(=O)OC(C)=O, COC(C)(C)C, CCOC(C)=O, O=CO, Nc1ccc(F)nc1F, [Na+]. Yields the product O=CNc1ccc(F)nc1F. As a reaction SMILES: [C:20](=[O:21])([OH:22])[O-:23].[CH3:1][C:2]([O:3][C:5]([CH3:4])=[O:7])=[O:6].[CH3:25][O:26][C:27]([CH3:28])([CH3:29])[CH3:30].[CH3:31][CH2:32][O:33][C:34](=[O:35])[CH3:36].[CH:8]([OH:9])=[O:10].[F:11][c:12]1[n:13][c:14]([F:19])[cH:15][cH:16][c:17]1[NH2:18].[Na+:24]>>[CH:5](=[O:7])[NH:18][c:17]1[c:12]([F:11])[n:13][c:14]([F:19])[cH:15][cH:16]1. Reactants: O=C([O-])[O-], CCN=C=O, CCOC(C)=O, Cl, [K+], [K+], Cc1cc(Oc2c([N+](=O)[O-])cc([N+](=O)[O-])cc2C(F)(F)F)n[nH]1. Yields the product CCNC(=O)n1nc(Oc2c([N+](=O)[O-])cc([N+](=O)[O-])cc2C(F)(F)F)cc1C. As a reaction SMILES: [C:1](=[O:2])([O-:3])[O-:4].[CH2:7]([CH3:8])[N:9]=[C:10]=[O:11].[CH3:36][CH2:37][O:38][C:39](=[O:40])[CH3:41].[ClH:35].[K+:5].[K+:6].[N+:12](=[O:13])([O-:14])[c:15]1[c:16]([O:28][c:29]2[n:30][nH:31][c:32]([CH3:34])[cH:33]2)[c:17]([C:24]([F:25])([F:26])[F:27])[cH:18][c:19]([N+:21](=[O:22])[O-:23])[cH:20]1>>[CH2:7]([CH3:8])[NH:9][C:10](=[O:11])[n:31]1[n:30][c:29]([O:28][c:16]2[c:15]([N+:12](=[O:13])[O-:14])[cH:20][c:19]([N+:21](=[O:22])[O-:23])[cH:18][c:17]2[C:24]([F:25])([F:26])[F:27])[cH:33][c:32]1[CH3:34]. Starting materials: CC1=C(NC2=C1C(N(CC2)CCN2CCOCC2)=O)C=O (3-methyl-5-(2-morpholin-4-yl-ethyl)-4-oxo-4,5,6,7-tetrahydro-1H-pyrrolo[3,2-c]pyridine-2-carbaldehyde), FC=1C=C2CC(NC2=C(C1)N)=O (5-fluoro-7-amino-1,3-dihydro-indol-2-one). Yields the product NC=1C=C(C=C2C(C(NC12)=O)=CC1=C(C=2C(N(CCC2N1)CCN1CCOCC1)=O)C)F (2-(7-amino-5-fluoro-2-oxo-1,2-dihydro-indol-3-ylidenemethyl)-3-methyl-5-(2-morpholin-4-yl-ethyl)-1,5,6,7-tetrahydro-pyrrolo[3,2-c]pyridin-4-one). Yield: 43.8%. RXN SMILES: [CH3:1][C:2]1[C:6]2[C:7](=[O:19])[N:8]([CH2:11][CH2:12][N:13]3[CH2:18][CH2:17][O:16][CH2:15][CH2:14]3)[CH2:9][CH2:10][C:5]=2[NH:4][C:3]=1[CH:20]=O.[F:22][C:23]1[CH:24]=[C:25]2[C:29](=[C:30]([NH2:32])[CH:31]=1)[NH:28][C:27](=[O:33])[CH2:26]2>>[NH2:32][C:30]1[CH:31]=[C:23]([F:22])[CH:24]=[C:25]2[C:29]=1[NH:28][C:27](=[O:33])[C:26]2=[CH:20][C:3]1[NH:4][C:5]2[CH2:10][CH2:9][N:8]([CH2:11][CH2:12][N:13]3[CH2:14][CH2:15][O:16][CH2:17][CH2:18]3)[C:7](=[O:19])[C:6]=2[C:2]=1[CH3:1]. Procedure: The title compound was prepared under the same conditions as described in Example 15 with 3-methyl-5-(2-morpholin-4-yl-ethyl)-4-oxo-4,5,6,7-tetrahydro-1H-pyrrolo[3,2-c]pyridine-2-carbaldehyde and 5-fluoro-7-amino-1,3-dihydro-indol-2-one as starting materials to give 2-(7-amino-5-fluoro-2-oxo-1,2-dihydro-indol-3-ylidenemethyl)-3-methyl-5-(2-morpholin-4-yl-ethyl)-1,5,6,7-tetrahydro-pyrrolo[3,2-c]pyridin-4-one (35 mg, 43.8%) as a red solid. The reactants are [BH4-].[Na+] (sodium borohydride), FC1=C(C=O)C=C(C(=C1)F)[N+](=O)[O-] (2,4-difluoro-5-nitrobenzaldehyde), Cl (hydrochloric acid). Solvent: O1CCCC1 (tetrahydrofuran). Reaction conditions: time 5 minute. Yields the product FC1=C(CO)C=C(C(=C1)F)[N+](=O)[O-] (2,4-Difluoro-5-nitrobenzyl alcohol). Isolated yield 75.2%. Reaction SMILES: [F:1][C:2]1[CH:9]=[C:8]([F:10])[C:7]([N+:11]([O-:13])=[O:12])=[CH:6][C:3]=1[CH:4]=[O:5].[BH4-].[Na+].Cl>O1CCCC1>[F:1][C:2]1[CH:9]=[C:8]([F:10])[C:7]([N+:11]([O-:13])=[O:12])=[CH:6][C:3]=1[CH2:4][OH:5] |f:1.2|. Reported procedure: To a solution of 2,4-difluorobenzaldehyde (2.27 g) in methylene chloride (6 mL) was added concentrated sulfuric acid (6 mL) under ice-cooling, and the mixture was stirred for 15 minutes. To the mixture was added fuming nitric acid (1 mL) under ice-cooling, and the mixture was stirred at the same temperature for 30 minutes. Then the mixture was stirred at room temperature for 1 hour. The reaction mixture was diluted with ethyl acetate. To the mixture was added water, and the organic layer was sep...